Task: describe an organic reaction: reactants, conditions, products, and yield. Dataset: the Open Reaction Database (ORD), a public repository of structured organic reaction records Starting materials: CC(C)(C)OC(=O)NCCBr, C1CCOC1, CC(C)(C)[O-], [I-], [K+], [Na+], CN(C)C=O, O=c1[nH]c2ccccc2n1C1CCN(C2(c3ccccc3)CCCCCC2)CC1. Product: CC(C)(C)OC(=O)NCCn1c(=O)n(C2CCN(C3(c4ccccc4)CCCCCC3)CC2)c2ccccc21. As a reaction SMILES: [C:36]([CH3:37])([CH3:38])([CH3:39])[O:40][C:41](=[O:42])[NH:43][CH2:44][CH2:45][Br:46].[CH2:54]1[O:55][CH2:56][CH2:57][CH2:58]1.[CH3:30][C:31]([CH3:32])([O-:33])[CH3:34].[I-:47].[K+:35].[Na+:48].[O:49]=[CH:50][N:51]([CH3:52])[CH3:53].[c:1]1([C:7]2([N:14]3[CH2:15][CH2:16][CH:17]([n:20]4[c:21](=[O:29])[nH:22][c:23]5[c:24]4[cH:25][cH:26][cH:27][cH:28]5)[CH2:18][CH2:19]3)[CH2:8][CH2:9][CH2:10][CH2:11][CH2:12][CH2:13]2)[cH:2][cH:3][cH:4][cH:5][cH:6]1>>[c:1]1([C:7]2([N:14]3[CH2:15][CH2:16][CH:17]([n:20]4[c:21](=[O:29])[n:22]([CH2:45][CH2:44][NH:43][C:41]([O:40][C:36]([CH3:37])([CH3:38])[CH3:39])=[O:42])[c:23]5[c:24]4[cH:25][cH:26][cH:27][cH:28]5)[CH2:18][CH2:19]3)[CH2:8][CH2:9][CH2:10][CH2:11][CH2:12][CH2:13]2)[cH:2][cH:3][cH:4][cH:5][cH:6]1.